This data is from the Open Reaction Database (ORD), a public repository of structured organic reaction records. The task is: describe an organic reaction: reactants, conditions, products, and yield The reactants are FC1=C(C(=O)NC2=CC(=CC=C2)C2=NN3C(C=CC=C3)=C2C2=NC(=NC=C2)NC2=CC(=CC=C2)CN(C(C(F)(F)F)=O)CCS(=O)(=O)C)C(=CC=C1)F (2,6-difluoro-N-[3-(3-{2-[(3-{[[2-(methylsulfonyl)ethyl](trifluoro-acetyl)amino]methyl}phenyl)amino]-4-pyrimidinyl}pyrazolo[1,5-a]pyridin-2-yl)phenyl]benzamide), O[Li].O (LiOH.H2O). The solvent is C1CCOC1 (THF), O (water), CCOC(=O)C (EtOAc). Run at temperature 50 celsius, time 1 hour. The product is FC1=C(C(=O)NC2=CC(=CC=C2)C2=NN3C(C=CC=C3)=C2C2=NC(=NC=C2)NC2=CC(=CC=C2)CNCCS(=O)(=O)C)C(=CC=C1)F (2,6-Difluoro-N-{3-[3-(2-{[3-({[2-(methylsulfonyl)ethyl]amino}methyl)-phenyl]amino}-4-pyrimidinyl)pyrazolo[1,5-a]pyridin-2-yl]phenyl}benzamide). The yield is 45.9%. As a reaction SMILES: [F:1][C:2]1[CH:52]=[CH:51][CH:50]=[C:49]([F:53])[C:3]=1[C:4]([NH:6][C:7]1[CH:12]=[CH:11][CH:10]=[C:9]([C:13]2[C:21]([C:22]3[CH:27]=[CH:26][N:25]=[C:24]([NH:28][C:29]4[CH:34]=[CH:33][CH:32]=[C:31]([CH2:35][N:36]([CH2:43][CH2:44][S:45]([CH3:48])(=[O:47])=[O:46])C(=O)C(F)(F)F)[CH:30]=4)[N:23]=3)=[C:16]3[CH:17]=[CH:18][CH:19]=[CH:20][N:15]3[N:14]=2)[CH:8]=1)=[O:5].O[Li].O>C1COCC1.O.CCOC(C)=O>[F:53][C:49]1[CH:50]=[CH:51][CH:52]=[C:2]([F:1])[C:3]=1[C:4]([NH:6][C:7]1[CH:12]=[CH:11][CH:10]=[C:9]([C:13]2[C:21]([C:22]3[CH:27]=[CH:26][N:25]=[C:24]([NH:28][C:29]4[CH:34]=[CH:33][CH:32]=[C:31]([CH2:35][NH:36][CH2:43][CH2:44][S:45]([CH3:48])(=[O:47])=[O:46])[CH:30]=4)[N:23]=3)=[C:16]3[CH:17]=[CH:18][CH:19]=[CH:20][N:15]3[N:14]=2)[CH:8]=1)=[O:5] |f:1.2|. Procedure details: To a solution of 2,6-difluoro-N-[3-(3-{2-[(3-{[[2-(methylsulfonyl)ethyl](trifluoro-acetyl)amino]methyl}phenyl)amino]-4-pyrimidinyl}pyrazolo[1,5-a]pyridin-2-yl)phenyl]benzamide (102 mg, 0.14 mmol) in THF (3 mL) and water (0.5 mL) was added LiOH.H2O (12 mg, 0.28 mmol). The solution was stirred at 50° C. for 1 h, then diluted with 25 mL EtOAc and washed with 1 M aqueous Na2CO3. The aqueous layer was extracted with EtOAc, and the combined organic layers were dried over Na2SO4, filtered, and lyophili...